From a dataset of the Open Reaction Database (ORD), a public repository of structured organic reaction records. describe an organic reaction: reactants, conditions, products, and yield The reactants are C(C1=CC=CC=C1)(=O)OC1CC(N(C(C1)(C)C)OC1CCCCC1)(C)C (4-Benzoyloxy-1-cyclohexyloxy-2,2,6,6-tetramethylpiperidine), [OH-].[K+] (potassium hydroxide). Run in CO (methanol). Yields the product C1(CCCCC1)ON1C(CC(CC1(C)C)O)(C)C (1-Cyclohexyloxy-4-hydroxy-2,2,6,6-tetramethylpiperidine). RXN SMILES: C([O:9][CH:10]1[CH2:15][C:14]([CH3:17])([CH3:16])[N:13]([O:18][CH:19]2[CH2:24][CH2:23][CH2:22][CH2:21][CH2:20]2)[C:12]([CH3:26])([CH3:25])[CH2:11]1)(=O)C1C=CC=CC=1.[OH-].[K+]>CO>[CH:19]1([O:18][N:13]2[C:12]([CH3:25])([CH3:26])[CH2:11][CH:10]([OH:9])[CH2:15][C:14]2([CH3:17])[CH3:16])[CH2:20][CH2:21][CH2:22][CH2:23][CH2:24]1 |f:1.2|. Reported procedure: The ester obtained in Example 1A is hydrolyzed using potassium hydroxide and aqueous methanol to give the title compound as a white solid melting at 74-78° C. Reactants: C(C)(=O)O[C@@H]1CC2=CC[C@H]3[C@@H]4[C@@H]5[C@H](C(=C(C=O)OC(C)=O)[C@]4(CC[C@@H]3[C@]2(CC1)C)C)C5 (3β,20-diacetoxy-15α,16α-methylene-5,17(20)-pregnadien-21-al), S(O)(O)(=O)=O (sulfuric acid), [Li] (lithium), ice water. The solvent is O1CCCC1 (tetrahydrofuran). Yields the product OCC(=C1[C@H]2[C@@H]([C@H]3[C@@H]4CC=C5C[C@H](CC[C@]5(C)[C@H]4CC[C@]13C)OC(C)=O)C2)OC(C)=O (21-hydroxy-3β,20-diacetoxy-15α,16α-methylene-5,17(20)-pregnadiene). Reaction SMILES: [C:1]([O:4][C@H:5]1[CH2:28][CH2:27][C@@:26]2([CH3:29])[C:7](=[CH:8][CH2:9][C@@H:10]3[C@@H:25]2[CH2:24][CH2:23][C@@:22]2([CH3:30])[C@H:11]3[C@H:12]3[CH2:31][C@H:13]3[C:14]2=[C:15]([O:18][C:19](=[O:21])[CH3:20])[CH:16]=[O:17])[CH2:6]1)(=[O:3])[CH3:2].[Li].S(=O)(=O)(O)O>O1CCCC1>[OH:17][CH2:16][C:15]([O:18][C:19](=[O:21])[CH3:20])=[C:14]1[C@:22]2([CH3:30])[C@H:11]([C@H:10]3[C@H:25]([CH2:24][CH2:23]2)[C@:26]2([CH3:29])[C:7]([CH2:6][C@@H:5]([O:4][C:1](=[O:3])[CH3:2])[CH2:28][CH2:27]2)=[CH:8][CH2:9]3)[C@H:12]2[CH2:31][C@@H:13]12 |^1:31|. Procedure details: 6.5 g. of 3β,20-diacetoxy-15α,16α-methylene-5,17(20)-pregnadien-21-al is mixed in 65 ml. of tetrahydrofuran with 6.5 g. of lithium tri-tert.-butoxyalanate and agitated for 30 minutes at room temperature. The mixture is then stirred into ice water, acidified with dilute sulfuric acid, and extracted with methylene chloride. After drying and evaporation, 6.5 g. of crude 21-hydroxy-3β,20-diacetoxy-15α,16α-methylene-5,17(20)-pregnadiene is obtained. Starting materials: C(C1=CC=CC=C1)OC=1C=C(CN2C(C=3C(C2=O)=CC=CC3)=O)C=CC1 (N-(3-benzyloxy-benzyl)phthalimide), C1(C=2C(C(N1)=O)=CC=CC2)=O (phthalimide). Yields the product C(C1=CC=CC=C1)OC=1C=C(CN)C=CC1 (3-Benzyloxybenzylamine). RXN SMILES: [CH2:1]([O:8][C:9]1[CH:10]=[C:11]([CH:24]=[CH:25][CH:26]=1)[CH2:12][N:13]1C(=O)C2=CC=CC=C2C1=O)[C:2]1[CH:7]=[CH:6][CH:5]=[CH:4][CH:3]=1.C1(=O)NC(=O)C2=CC=CC=C12>>[CH2:1]([O:8][C:9]1[CH:10]=[C:11]([CH:24]=[CH:25][CH:26]=1)[CH2:12][NH2:13])[C:2]1[CH:3]=[CH:4][CH:5]=[CH:6][CH:7]=1. Procedure: The title compound was prepared in a similar manner to that described in Reference Example 74 using N-(3-benzyloxy-benzyl)phthalimide instead of N-(2-methoxybiphenyl-4-yl-methyl(phthalimide. The reactants are O=C([O-])[O-], Oc1c(Cl)cc(OCC=C(Cl)Cl)cc1Cl, CC(C)(C)OC(=O)CCl, [K+], [K+], CN(C)C=O, O. The product is CC(C)(C)OC(=O)COc1c(Cl)cc(OCC=C(Cl)Cl)cc1Cl. RXN SMILES: [C:16](=[O:17])([O-:18])[O-:19].[Cl:1][C:2](=[CH:3][CH2:4][O:5][c:6]1[cH:7][c:8]([Cl:14])[c:9]([OH:13])[c:10]([Cl:12])[cH:11]1)[Cl:15].[Cl:22][CH2:23][C:24](=[O:25])[O:26][C:27]([CH3:28])([CH3:29])[CH3:30].[K+:20].[K+:21].[O:31]=[CH:32][N:33]([CH3:34])[CH3:35].[OH2:36]>>[Cl:1][C:2](=[CH:3][CH2:4][O:5][c:6]1[cH:7][c:8]([Cl:14])[c:9]([O:13][CH2:23][C:24](=[O:25])[O:26][C:27]([CH3:28])([CH3:29])[CH3:30])[c:10]([Cl:12])[cH:11]1)[Cl:15]. Starting materials: C[C@@H]1C[C@@H]([C@@H]2[C@H](C[C@H]([C@@](O2)(C(=O)C(=O)N3CCCC[C@H]3C(=O)O[C@@H]([C@@H]([C@H](CC(=O)[C@@H](/C=C(/C1)\C)CC=C)O)C)/C(=C/[C@@H]4CC[C@H]([C@@H](C4)OC)O)/C)O)C)OC)OC (FR-900506), IC1=CC=C(C=C1)S(=O)(=O)Cl (p-iodobenzenesulfonyl chloride), C(C)(=O)OCC (ethyl acetate). Run in N1=CC=CC=C1 (pyridine). Conditions: time 36 hour. The product is 17-allyl-11,14-dihydroxy-12-[2-[4-(p-iodobenzenesulfonyloxy)-3-methoxycyclohexyl]-1-methylvinyl]-23,25-dimethoxy-13,19,21,27-tetramethyl-11,28-dioxa-4-azatricyclo[22.3.1.04,9]octacos-18-ene-2,3,10,16tetraone, C(C=C)C1C(C=CC(C(OC(C2CCCCN2C(C(C2(C(CC(C(C(CC(CC(=C1)C)C)OC)O2)OC)C)O)=O)=O)=O)C(=CC2CC(C(CC2)OS(=O)(=O)C2=CC=C(C=C2)I)OC)C)C)=O (17-allyl-1-hydroxy-12-[2-[4-(p-iodobenzenesulfonyloxy)-3-methoxycyclohexyl]-1-methylvinyl]-23,25-dimethoxy-13,19,21,27-tetramethyl-11,28-dioxa-4-azatricyclo[22.3.1.04,9]octacosa-14,18-diene-2,3,10,16-tetraone). RXN SMILES: [CH3:1][C@H:2]1[CH2:33][C:32]([CH3:34])=[CH:31][C@@H:30]([CH2:35][CH:36]=[CH2:37])[C:28](=[O:29])[CH2:27][C@H:26](O)[C@@H:25]([CH3:39])[C@@H:24](/[C:40](/[CH3:51])=[CH:41]/[C@H:42]2[CH2:47][C@@H:46]([O:48][CH3:49])[C@H:45](O)[CH2:44][CH2:43]2)[O:23][C:21](=[O:22])[C@H:20]2[N:15]([CH2:16][CH2:17][CH2:18][CH2:19]2)[C:13](=[O:14])[C:11](=[O:12])[C@:9]2([OH:52])[O:10][C@@H:5]([C@@H:6]([O:54][CH3:55])[CH2:7][C@H:8]2[CH3:53])[C@@H:4]([O:56][CH3:57])[CH2:3]1.[I:58][C:59]1[CH:64]=[CH:63][C:62]([S:65](Cl)(=[O:67])=[O:66])=[CH:61][CH:60]=1.C(OCC)(=[O:71])C>N1C=CC=CC=1>[CH2:35]([CH:30]1[CH:31]=[C:32]([CH3:34])[CH2:33][CH:2]([CH3:1])[CH2:3][CH:4]([O:56][CH3:57])[CH:5]2[O:10][C:9]([OH:52])([CH:8]([CH3:53])[CH2:7][CH:6]2[O:54][CH3:55])[C:11](=[O:12])[C:13](=[O:14])[N:15]2[CH:20]([CH2:19][CH2:18][CH2:17][CH2:16]2)[C:21](=[O:22])[O:23][CH:24]([C:40]([CH3:51])=[CH:41][CH:42]2[CH2:43][CH2:44][CH:45]([O:66][S:65]([C:62]3[CH:63]=[CH:64][C:59]([I:58])=[CH:60][CH:61]=3)(=[O:67])=[O:71])[CH:46]([O:48][CH3:49])[CH2:47]2)[CH:25]([CH3:39])[CH:26]=[CH:27][C:28]1=[O:29])[CH:36]=[CH2:37]. Procedure details: To a solution of the FR-900506 substance (100.7 mg) in pyridine (3 ml) was added p-iodobenzenesulfonyl chloride (500 mg), and the mixture was stirred at room temperature for 36 hours. The solution was diluted with ethyl acetate and washed with a saturated aqueous sodium hydrogen carbonate, water and an aqueous sodium chloride. The organic layer was dried over sodium sulfate, filtered and concentrated under reduced pressure. The residue was chromatographed on silica gel (developing solvent: dieth... Reactants: N[C@@H]1CN2CCC1CC2 ((S)-3-amino-1-azabicyclo[2.2.2]octane), CN1C(=C(C2=CC=CC=C12)C(=O)O)C (1,2-dimethylindole-3-carboxylic acid), C(C(=O)Cl)(=O)Cl (oxalyl chloride), CN(C=O)C (dimethylformamide). The solvent is ClCCl (dichloromethane), ClCCl (dichloromethane). Run at time 1 hour. Yields the product N12C[C@H](C(CC1)CC2)NC(=O)C2=C(N(C1=CC=CC=C21)C)C ((S)-3-[(1-azabicyclo[2.2.2]oct-3-yl)aminocarbonyl]-1,2-dimethylindole). Isolated yield 42.8%. Reaction SMILES: [CH3:1][N:2]1[C:10]2[C:5](=[CH:6][CH:7]=[CH:8][CH:9]=2)[C:4]([C:11]([OH:13])=O)=[C:3]1[CH3:14].C(Cl)(=O)C(Cl)=O.CN(C)C=O.[NH2:26][C@H:27]1[CH:32]2[CH2:33][CH2:34][N:29]([CH2:30][CH2:31]2)[CH2:28]1>ClCCl>[N:29]12[CH2:34][CH2:33][CH:32]([CH2:31][CH2:30]1)[C@H:27]([NH:26][C:11]([C:4]1[C:5]3[C:10](=[CH:9][CH:8]=[CH:7][CH:6]=3)[N:2]([CH3:1])[C:3]=1[CH3:14])=[O:13])[CH2:28]2. Procedure: 1,2-dimethylindole-3-carboxylic acid (1.05 g, 5.5 mmol) was dissolved with oxalyl chloride (0.55 ml, 6 mmol) and dimethylformamide (0.1 ml) in dichloromethane (30 ml) and stirred at room temperature for one hour. The mixture was then concentrated under reduced pressure, and the residue was dissolved in dichloromethane (20 ml). The resulting mixture was added dropwise at 0° C. to a solution of (S)-3-amino-1-azabicyclo[2.2.2]octane (0.7 g, 5.5 mmol) in dichloromethane (10 ml). The solution was sti... Reactants: BrC=1C=CC=2N3C4=C(C=C(C=C4C2C1)O)C(C(=C3)C)=O (10-bromo-2-hydroxy-5-methyl-4H-pyrido[3,2,1-jk]carbazole-4-one), ice water, C([O-])([O-])=O.[K+].[K+] (potassium carbonate), BrCC(=O)OC(C)C (i-propyl bromoacetate), [I-].[K+] (potassium iodide). The solvent is CS(=O)C (dimethyl sulfoxide). Conditions: time 30 minute. Product: BrC=1C=CC=2N3C4=C(C=C(C=C4C2C1)OCC(=O)OC(C)C)C(C(C3)(CC=3C=NC=CC3)C)=O (10-bromo-5-methyl-2-i-propoxycarbonylmethyloxy-5-(3-pyridylmethyl)-4H-pyrido[3,2,1-jk]carbazole-4-one). Yield: 67.0%. Reaction SMILES: [Br:1][C:2]1[CH:3]=[CH:4][C:5]2[N:6]3[CH:18]=[C:17]([CH3:19])[C:16](=O)[C:8]4[CH:9]=[C:10]([OH:15])[CH:11]=[C:12]([C:13]=2[CH:14]=1)[C:7]3=4.[C:21](=[O:24])([O-])[O-].[K+].[K+].Br[CH2:28][C:29]([O:31][CH:32]([CH3:34])[CH3:33])=[O:30].[I-].[K+]>CS(C)=O>[Br:1][C:2]1[CH:14]=[CH:13][C:5]2[N:6]3[CH2:18][C:17]([CH3:19])([CH2:16][C:8]4[CH:7]=[N:6][CH:18]=[CH:17][CH:16]=4)[C:21](=[O:24])[C:12]4[CH:11]=[C:10]([O:15][CH2:28][C:29]([O:31][CH:32]([CH3:34])[CH3:33])=[O:30])[CH:9]=[C:8]([C:4]=2[CH:3]=1)[C:7]3=4 |f:1.2.3,5.6|. Procedure details: 10-bromo-2-hydroxy-5-methyl-4H-pyrido[3,2,1-jk]carbazole-4-one (250 mg) obtained in Example 49 was suspended in dimethyl sulfoxide (10 ml), and potassium carbonate (210 mg) was added to the suspension. The mixture was stirred at room temperature for 30 minutes and i-propyl bromoacetate (0.12 ml) and potassium iodide (1 grain) were added in succession, and the mixture was stirred at room temperature for 12 hours. The reaction mixture was poured into ice water (50 ml) and extracted with ethyl acet... The reactants are COC(=O)c1cc(Br)cc(NC(=O)OC(C)(C)C)n1, ClC(Cl)Cl, O=C(O)C(F)(F)F. Yields the product COC(=O)c1cc(Br)cc(N)n1. Reaction SMILES: [Br:1][c:2]1[cH:3][c:4]([C:16](=[O:17])[O:18][CH3:19])[n:5][c:6]([NH:8][C:9]([O:10][C:11]([CH3:12])([CH3:13])[CH3:14])=[O:15])[cH:7]1.[CH:27]([Cl:28])([Cl:29])[Cl:30].[OH:20][C:21]([C:22]([F:23])([F:24])[F:25])=[O:26]>>[Br:1][c:2]1[cH:3][c:4]([C:16](=[O:17])[O:18][CH3:19])[n:5][c:6]([NH2:8])[cH:7]1.